From a dataset of the Open Reaction Database (ORD), a public repository of structured organic reaction records. describe an organic reaction: reactants, conditions, products, and yield The reactants are C(C)(C)(C)OC(NCC1=NC=C(C2=CC(=CC(=C12)OC)OC)C(N(CCN(C)C)CC1=CC=CC=C1)=O)=O ({4-[benzyl-(2-dimethylamino-ethyl)-carbamoyl]-6,8-dimethoxy-isoquinolin-1-ylmethyl}-carbamic acid tert-butyl ester), Cl (HCl). The solvent is CCOC(=O)C (EtOAc). Yields the product C(C1=CC=CC=C1)N(C(=O)C1=CN=C(C2=C(C=C(C=C12)OC)OC)CN)CCN(C)C (1-aminomethyl-6,8-dimethoxy-isoquinoline-4-carboxylic acid benzyl-(2-dimethylamino-ethyl)-amide). Yield: 100.6%. As a reaction SMILES: C(OC(=O)[NH:7][CH2:8][C:9]1[C:18]2[C:13](=[CH:14][C:15]([O:21][CH3:22])=[CH:16][C:17]=2[O:19][CH3:20])[C:12]([C:23](=[O:37])[N:24]([CH2:30][C:31]2[CH:36]=[CH:35][CH:34]=[CH:33][CH:32]=2)[CH2:25][CH2:26][N:27]([CH3:29])[CH3:28])=[CH:11][N:10]=1)(C)(C)C.Cl>CCOC(C)=O>[CH2:30]([N:24]([CH2:25][CH2:26][N:27]([CH3:29])[CH3:28])[C:23]([C:12]1[C:13]2[C:18](=[C:17]([O:19][CH3:20])[CH:16]=[C:15]([O:21][CH3:22])[CH:14]=2)[C:9]([CH2:8][NH2:7])=[N:10][CH:11]=1)=[O:37])[C:31]1[CH:36]=[CH:35][CH:34]=[CH:33][CH:32]=1. Procedure: As described in example 1, 91 mg of {4-[benzyl-(2-dimethylamino-ethyl)-carbamoyl]-6,8-dimethoxy-isoquinolin-1-ylmethyl}-carbamic acid tert-butyl ester was treated with HCl in EtOAc to give 74 mg (>100%) of 1-aminomethyl-6,8-dimethoxy-isoquinoline-4-carboxylic acid benzyl-(2-dimethylamino-ethyl)-amide MS: APCI (M+H) calc'd for C24H30N4O3+H 423.5; found 423.2. Starting materials: BrCc1ccccn1, BrCC1CCCCO1, O=C1Nc2ccccc2C12COc1ccc3nonc3c12, O=C1Nc2ccccc2C12COc1cc3c(cc12)CCO3. The product is O=C1N(Cc2ccccn2)c2ccccc2C12COc1ccc3nonc3c12. Reaction SMILES: [Br:1][CH2:2][c:3]1[n:4][cH:5][cH:6][cH:7][cH:8]1.[Br:9][CH2:10][CH:11]1[CH2:12][CH2:13][CH2:14][CH2:15][O:16]1.[NH:17]1[C:18](=[O:37])[C:19]2([CH2:20][O:21][c:22]3[cH:23][cH:24][c:25]4[c:26]([n:27][o:28][n:29]4)[c:30]32)[c:31]2[cH:32][cH:33][cH:34][cH:35][c:36]21.[NH:38]1[c:39]2[c:40]([cH:41][cH:42][cH:43][cH:44]2)[C:45]2([CH2:46][O:47][c:48]3[cH:49][c:50]4[c:51]([cH:52][c:53]32)[CH2:54][CH2:55][O:56]4)[C:57]1=[O:58]>>[CH2:2]([c:3]1[n:4][cH:5][cH:6][cH:7][cH:8]1)[N:17]1[C:18](=[O:37])[C:19]2([CH2:20][O:21][c:22]3[cH:23][cH:24][c:25]4[c:26]([n:27][o:28][n:29]4)[c:30]32)[c:31]2[cH:32][cH:33][cH:34][cH:35][c:36]21. Reactants: COC1=CC=C2CCC(OC2=C1)(C)C (7-Methoxy-2,2-dimethyl-chroman), B(Br)(Br)Br (BBr3), C(=O)(O)[O-].[Na+] (NaHCO3). Solvent: ClCCl (dichloromethane). Run at time 17 hour. Yields the product CC1(OC2=CC(=CC=C2CC1)O)C (2,2-Dimethyl-chroman-7-ol). Isolated yield 41.7%. As a reaction SMILES: C[O:2][C:3]1[CH:12]=[C:11]2[C:6]([CH2:7][CH2:8][C:9]([CH3:14])([CH3:13])[O:10]2)=[CH:5][CH:4]=1.B(Br)(Br)Br.C([O-])(O)=O.[Na+]>ClCCl>[CH3:13][C:9]1([CH3:14])[CH2:8][CH2:7][C:6]2[C:11](=[CH:12][C:3]([OH:2])=[CH:4][CH:5]=2)[O:10]1 |f:2.3|. Reported procedure: To a stirred solution of 7-Methoxy-2,2-dimethyl-chroman (4.55 g, 23.7 mmol, from step 1) in anhydrous dichloromethane (50 mL) was added 1M BBr3 (72.86 mL, 47.4 mmol, 2.0 eq ) via cannula over 10 min. The resulting dark brown solution was stirred at rt for 17 h. Saturated solution of NaHCO3 (50 mL) was added and extracted with CH2Cl2 (3×50 mL. The combined organic layers were dried over Na2SO4, filtered and evaporated. The residue was purified on silica gel (flash column chromatography) eluting w... Reactants: C(C)(=O)OCCNC=1C(=C2C=CN(C(C2=CC1)=O)CCOC(C)=O)[N+](=O)[O-] (2-(2-(2-acetoxyethyl)-5-nitro-1-oxo-1,2-dihydroisoquinolin-6-ylamino)ethyl acetate), C(C)O (ethanol), [Cl-].[NH4+] (ammonium chloride), O (water). Reagents/catalysts: [Fe] (Iron). Run at time 1 hour. Yields the product C(C)(=O)OCCNC=1C(=C2C=CN(C(C2=CC1)=O)CCOC(C)=O)N (Acetic acid 2-[6-(2-acetoxy-ethylamino)-5-amino-1-oxo-1H-isoquinolin-2-yl]-ethyl ester). As a reaction SMILES: [C:1]([O:4][CH2:5][CH2:6][NH:7][C:8]1[C:9]([N+:25]([O-])=O)=[C:10]2[C:15](=[CH:16][CH:17]=1)[C:14](=[O:18])[N:13]([CH2:19][CH2:20][O:21][C:22](=[O:24])[CH3:23])[CH:12]=[CH:11]2)(=[O:3])[CH3:2].C(O)C.[Cl-].[NH4+].O>[Fe]>[C:1]([O:4][CH2:5][CH2:6][NH:7][C:8]1[C:9]([NH2:25])=[C:10]2[C:15](=[CH:16][CH:17]=1)[C:14](=[O:18])[N:13]([CH2:19][CH2:20][O:21][C:22](=[O:24])[CH3:23])[CH:12]=[CH:11]2)(=[O:3])[CH3:2] |f:2.3|. Reported procedure: A mixture of 2-(2-(2-acetoxyethyl)-5-nitro-1-oxo-1,2-dihydroisoquinolin-6-ylamino)ethyl acetate (350 mg, 0.00093 mol), ethanol (20 mL, 0.3 mol), ammonium chloride (496.1 mg, 0.009275 mol) and water (10 mL, 0.6 mol) was added at 85° C. Iron (207 mg, 0.00371 mol) was added in two portions, five minutes apart, and was stirred at that temperature for 1 hour. The reaction mixture was then poured onto methylene chloride (100 mL) and the layers were separated. The organic layer was washed with brine an... Starting materials: COC1=C(C=CC(=C1)C(F)(F)F)B(O)O (2-methoxy-4-(trifluoromethyl)phenyl boronic acid), ClC1=CN(C(C2=CC(=CC=C12)S(=O)(=O)N(C=1SC=CN1)CC1=CC=C(C=C1)OC)=O)CC1=CC=C(C=C1)OC (4-chloro-N,2-bis(4-methoxybenzyl)-1-oxo-N-(thiazol-2-yl)-1,2-dihydroisoquinoline-7-sulfonamide), [O-]P(=O)([O-])[O-].[K+].[K+].[K+] (potassium phosphate tribasic), CC(CC1=CC=CC=C1)N.OP(=O)(O)O (Amphos). The solvent is O (Water), O1CCOCC1 (Dioxane), O (water). Reaction conditions: temperature 110 celsius, time 4 hour. Product: COC1=C(C=CC(=C1)C(F)(F)F)C1=CNC(C2=CC(=CC=C12)S(=O)(=O)NC=1SC=CN1)=O (4-(2-methoxy-4-(trifluoromethyl)phenyl)-1-oxo-N-(thiazol-2-yl)-1,2-dihydroisoquinoline-7-sulfonamide). The yield is 25.2%. Reaction SMILES: [CH3:1][O:2][C:3]1[CH:8]=[C:7]([C:9]([F:12])([F:11])[F:10])[CH:6]=[CH:5][C:4]=1B(O)O.Cl[C:17]1[C:26]2[C:21](=[CH:22][C:23]([S:27]([N:30](CC3C=CC(OC)=CC=3)[C:31]3[S:32][CH:33]=[CH:34][N:35]=3)(=[O:29])=[O:28])=[CH:24][CH:25]=2)[C:20](=[O:45])[N:19](CC2C=CC(OC)=CC=2)[CH:18]=1.[O-]P([O-])([O-])=O.[K+].[K+].[K+].CC(N)CC1C=CC=CC=1.OP(O)(O)=O>O.O1CCOCC1>[CH3:1][O:2][C:3]1[CH:8]=[C:7]([C:9]([F:12])([F:11])[F:10])[CH:6]=[CH:5][C:4]=1[C:17]1[C:26]2[C:21](=[CH:22][C:23]([S:27]([NH:30][C:31]3[S:32][CH:33]=[CH:34][N:35]=3)(=[O:29])=[O:28])=[CH:24][CH:25]=2)[C:20](=[O:45])[NH:19][CH:18]=1 |f:2.3.4.5,6.7|. Reported procedure: A screw capped vial was charged with 2-methoxy-4-(trifluoromethyl)phenyl boronic acid (0.094 g, 0.429 mmol), 4-chloro-N,2-bis(4-methoxybenzyl)-1-oxo-N-(thiazol-2-yl)-1,2-dihydroisoquinoline-7-sulfonamide (0.250 g, 0.429 mmol), and potassium phosphate tribasic (0.273 ml, 1.288 mmol). Dioxane (1.72 ml) and Water (0.57 ml) were added and the vial was purged with Argon and Amphos (0.030 g, 0.043 mmol) was added. The vial was capped and heated to 110° C. After 4 hours, reaction was cooled to room tem... Reactants: S1N=C(C=N1)C(C(=O)O)=O ((1,2,5-thiadiazol-3-yl)glyoxylic acid), C(C)(C)(C)OC(=O)CON (tert-butoxycarbonylmethoxyamine), [OH-].[Na+] (sodium hydroxide), [OH-].[Na+] (sodium hydroxide). Run in O1CCCC1 (tetrahydrofuran), O (water). Conditions: time 4 hour. The product is C(C)(C)(C)OC(=O)CON=C(C(=O)O)C1=NSN=C1 (2-tert-butoxycarbonylmethoxyimino-2-(1,2,5-thiadiazol-3-yl)acetic acid). Isolated yield 91.9%. As a reaction SMILES: [S:1]1[N:5]=[CH:4][C:3]([C:6](=O)[C:7]([OH:9])=[O:8])=[N:2]1.[C:11]([O:15][C:16]([CH2:18][O:19][NH2:20])=[O:17])([CH3:14])([CH3:13])[CH3:12].[OH-].[Na+]>O1CCCC1.O>[C:11]([O:15][C:16]([CH2:18][O:19][N:20]=[C:6]([C:3]1[CH:4]=[N:5][S:1][N:2]=1)[C:7]([OH:9])=[O:8])=[O:17])([CH3:14])([CH3:13])[CH3:12] |f:2.3|. Procedure details: To a solution of (1,2,5-thiadiazol-3-yl)glyoxylic acid (6 g) in tetrahydrofuran (30 ml) and water (30 ml) was added tert-butoxycarbonylmethoxyamine (8.37 g) at ambient temperature. The mixture was adjusted to pH 4.5-5.0 with 4N aqueous sodium hydroxide and stirred at ambient temperature for 4 hours. The mixture was adjusted to pH 7.5 with 4N aqueous sodium hydroxide and washed with ethyl acetate (100 ml×2). The aqueous solution was acidified to pH 2.0 with 10% hydrochloric acid and extracted wit... Starting materials: C1CCOC1, Oc1ccc(Cl)nc1, OCC1CO1, CCOC(=O)N=NC(=O)OCC, c1ccc(P(c2ccccc2)c2ccccc2)cc1. Yields the product Clc1ccc(OCC2CO2)cn1. As a reaction SMILES: [CH2:45]1[O:46][CH2:47][CH2:48][CH2:49]1.[Cl:1][c:2]1[cH:3][cH:4][c:5]([OH:8])[cH:6][n:7]1.[O:28]1[CH:29]([CH2:31][OH:32])[CH2:30]1.[O:33]=[C:34]([O:35][CH2:36][CH3:37])[N:38]=[N:39][C:40]([O:41][CH2:42][CH3:43])=[O:44].[c:9]1([P:10]([c:11]2[cH:12][cH:13][cH:14][cH:15][cH:16]2)[c:17]2[cH:18][cH:19][cH:20][cH:21][cH:22]2)[cH:23][cH:24][cH:25][cH:26][cH:27]1>>[Cl:1][c:2]1[cH:3][cH:4][c:5]([O:8][CH2:31][CH:29]2[O:28][CH2:30]2)[cH:6][n:7]1. Reactants: CON=C(C(=O)O)C=1N=C(SC1)NC(C1=CC=CC=C1)(C1=CC=CC=C1)C1=CC=CC=C1 (2-methoxyimino-2-(2-tritylaminothiazol-4-yl)-acetic acid), ON1N=NC2=C1C=CC=C2 (3-hydroxybenzotriazole), N,N-dicyclohexylcarbodiimide, NC1C2SCC(=C(N2C1=O)C(=O)OC(C1=CC=CC=C1)C1=CC=CC=C1)C1=CN=C(S1)CC=1C=NC=CC1 (7-amino-2-benzhydryloxycarbonyl-8-oxo-3-[2-(pyridin-3-yl-methyl)-thiazol-5-yl]-5-thia-1-azabicyclo[4.2.0]oct-2-ene), C(C)(=O)O (Acetic acid). Solvent: CN(C=O)C (N,N-dimethylformamide). Conditions: temperature 5 celsius, time 1 hour. Product: C(C1=CC=CC=C1)(C1=CC=CC=C1)OC(=O)C=1N2C(C(C2SCC1C1=CN=C(S1)CC=1C=NC=CC1)NC(C(C=1N=C(SC1)NC(C1=CC=CC=C1)(C1=CC=CC=C1)C1=CC=CC=C1)=NOC)=O)=O (2-benzhydryloxycarbonyl-7-[2-methoxyimino-2-(2-tritylaminothiazol-4-yl)-acetamido]-8-oxo-3-[2-(pyridin-3-yl-methyl)thiazol-5-yl]-5-thia-1-azabicyclo[4.2.0]oct-2-ene). Yield: 56.3%. As a reaction SMILES: [CH3:1][O:2][N:3]=[C:4]([C:8]1[N:9]=[C:10]([NH:13][C:14]([C:27]2[CH:32]=[CH:31][CH:30]=[CH:29][CH:28]=2)([C:21]2[CH:26]=[CH:25][CH:24]=[CH:23][CH:22]=2)[C:15]2[CH:20]=[CH:19][CH:18]=[CH:17][CH:16]=2)[S:11][CH:12]=1)[C:5](O)=[O:6].ON1C2C=CC=CC=2N=N1.[NH2:43][CH:44]1[C:51](=[O:52])[N:50]2[CH:45]1[S:46][CH2:47][C:48]([C:69]1[S:73][C:72]([CH2:74][C:75]3[CH:76]=[N:77][CH:78]=[CH:79][CH:80]=3)=[N:71][CH:70]=1)=[C:49]2[C:53]([O:55][CH:56]([C:63]1[CH:68]=[CH:67][CH:66]=[CH:65][CH:64]=1)[C:57]1[CH:62]=[CH:61][CH:60]=[CH:59][CH:58]=1)=[O:54].C(O)(=O)C>CN(C)C=O>[CH:56]([O:55][C:53]([C:49]1[N:50]2[CH:45]([S:46][CH2:47][C:48]=1[C:69]1[S:73][C:72]([CH2:74][C:75]3[CH:76]=[N:77][CH:78]=[CH:79][CH:80]=3)=[N:71][CH:70]=1)[CH:44]([NH:43][C:5](=[O:6])[C:4](=[N:3][O:2][CH3:1])[C:8]1[N:9]=[C:10]([NH:13][C:14]([C:21]3[CH:22]=[CH:23][CH:24]=[CH:25][CH:26]=3)([C:27]3[CH:32]=[CH:31][CH:30]=[CH:29][CH:28]=3)[C:15]3[CH:16]=[CH:17][CH:18]=[CH:19][CH:20]=3)[S:11][CH:12]=1)[C:51]2=[O:52])=[O:54])([C:63]1[CH:64]=[CH:65][CH:66]=[CH:67][CH:68]=1)[C:57]1[CH:62]=[CH:61][CH:60]=[CH:59][CH:58]=1. Procedure: The syn isomer of 2-methoxyimino-2-(2-tritylaminothiazol-4-yl)-acetic acid (5.32 g), 3-hydroxybenzotriazole (1.62 g) and N,N-dicyclohexylcarbodiimide (2.47 g) are added to a solution, cooled to +5° C., of 7-amino-2-benzhydryloxycarbonyl-8-oxo-3-[2-(pyridin-3-yl-methyl)-thiazol-5-yl]-5-thia-1-azabicyclo[4.2.0]oct-2-ene (5.4 g) in N,N-dimethylformamide (100 cc). The mixture is stirred for 1 hour at 5° C., the temperature is then allowed to rise and the mixture is stirred for 4 hours at 23° C. Acet...